From a dataset of the Open Reaction Database (ORD), a public repository of structured organic reaction records. describe an organic reaction: reactants, conditions, products, and yield Starting materials: Cl (hydrochloric acid), C(C)(C)ON=C(C(=O)NC1[C@@H]2N(C(=C(CS2)COC(N)=O)C(=O)O)C1=O)C=1N=C(SC1)NC=O (7-[2-isopropoxyimino-2-(2-formamido-1,3-thiazol-4-yl)acetamido]-3-carbamoyloxymethyl-3-cephem-4-carboxylic acid), Cl (hydrochloric acid). Run in O1CCCC1 (tetrahydrofuran), CO (methanol). Run at time 3.5 hour. Yields the product C(C)(C)ON=C(C(=O)NC1[C@@H]2N(C(=C(CS2)COC(N)=O)C(=O)O)C1=O)C=1N=C(SC1)N (7-[2-isopropoxyimino-2-(2-amino-1,3-thiazol-4-yl)acetamido]-3-carbamoyloxymethyl-3-cephem-4-carboxylic acid). The yield is 20.3%. Reaction SMILES: Cl.[CH:2]([O:5][N:6]=[C:7]([C:28]1[N:29]=[C:30]([NH:33]C=O)[S:31][CH:32]=1)[C:8]([NH:10][CH:11]1[C:26](=[O:27])[N:13]2[C:14]([C:23]([OH:25])=[O:24])=[C:15]([CH2:18][O:19][C:20](=[O:22])[NH2:21])[CH2:16][S:17][C@H:12]12)=[O:9])([CH3:4])[CH3:3]>O1CCCC1.CO>[CH:2]([O:5][N:6]=[C:7]([C:28]1[N:29]=[C:30]([NH2:33])[S:31][CH:32]=1)[C:8]([NH:10][CH:11]1[C:26](=[O:27])[N:13]2[C:14]([C:23]([OH:25])=[O:24])=[C:15]([CH2:18][O:19][C:20](=[O:22])[NH2:21])[CH2:16][S:17][C@H:12]12)=[O:9])([CH3:4])[CH3:3]. Reported procedure: Conc.hydrochloric acid (1 ml) was added to a solution of 7-[2-isopropoxyimino-2-(2-formamido-1,3-thiazol-4-yl)acetamido]-3-carbamoyloxymethyl-3-cephem-4-carboxylic acid (syn isomer)(1.3 g) in a mixture of tetrahydrofuran (10 ml) and methanol (10 ml). The mixture was stirred for 3.5 hours at ambient temperature and then concentrated to dryness. Water was added to the residue and to the mixture was added sodium bicarbonate to give a solution. The solution was adjusted to pH 3.0 with conc. hydrochl... Reactants: BrCCCCOC=1C=C2CCC(NC2=CC1)=O (6-(4-bromobutoxy)-3,4-dihydro-carbostyril), SC1=NC2=CC=CC=C2C=C1 (2-mercapto-quinoline). Yields the product N1=C(C=CC2=CC=CC=C12)SCCCCOC=1C=C2CCC(NC2=CC1)=O (6-[4-(2-Quinolyl-mercapto)-butoxy]-3,4-dihydro-carbostyril). As a reaction SMILES: Br[CH2:2][CH2:3][CH2:4][CH2:5][O:6][C:7]1[CH:8]=[C:9]2[C:14](=[CH:15][CH:16]=1)[NH:13][C:12](=[O:17])[CH2:11][CH2:10]2.[SH:18][C:19]1[CH:28]=[CH:27][C:26]2[C:21](=[CH:22][CH:23]=[CH:24][CH:25]=2)[N:20]=1>>[N:20]1[C:21]2[C:26](=[CH:25][CH:24]=[CH:23][CH:22]=2)[CH:27]=[CH:28][C:19]=1[S:18][CH2:2][CH2:3][CH2:4][CH2:5][O:6][C:7]1[CH:8]=[C:9]2[C:14](=[CH:15][CH:16]=1)[NH:13][C:12](=[O:17])[CH2:11][CH2:10]2. Procedure: Prepared analogous to Example 1 from 6-(4-bromobutoxy)-3,4-dihydro-carbostyril (m.p. 142°-147° C.) and 2-mercapto-quinoline. The reactants are COC([C@@H](CC1=CNC2=CC=CC=C12)NC(=O)OC(C)(C)C)=O ((R)-2-tert-butoxycarbonylamino-3-(1H-indol-3-yl)-propionic acid methyl ester), FC(C(=O)O)(F)F (trifluoroacetic acid). Run at time 2 hour. Product: COC([C@@H](CC1=CNC2=CC=CC=C12)N)=O ((R)-2-amino-3-(1H-indol-3-yl)-propionic acid methyl ester). Reaction SMILES: [CH3:1][O:2][C:3](=[O:23])[C@H:4]([NH:15]C(OC(C)(C)C)=O)[CH2:5][C:6]1[C:14]2[C:9](=[CH:10][CH:11]=[CH:12][CH:13]=2)[NH:8][CH:7]=1.FC(F)(F)C(O)=O>>[CH3:1][O:2][C:3](=[O:23])[C@H:4]([NH2:15])[CH2:5][C:6]1[C:14]2[C:9](=[CH:10][CH:11]=[CH:12][CH:13]=2)[NH:8][CH:7]=1. Reported procedure: To 4.92 g (16.2 mmol) of N-α-t-BOC-D-tryptophan in 100 mL of DMF was added 2.46 g (17.8 mmol) of potassium carbonate followed by 2.41 g (17.0 mmol) of iodomethane, and the mixture was stirred overnight at 24° C. under an atmosphere of nitrogen. The reaction mixture was diluted with water, and extracted three times with ethyl acetate. The combined organics were washed five times with 500 mL of water and once with brine, dried over MgSO4 and concentrated to give 4.67 g of a white solid. To the cru... Reactants: FC(C1=CC=C(C=C1)C=1SC=CC1)(F)F (2-(4-trifluoromethylphenyl) thiophene), C(CCC)[Li] (n-butyl lithium), IC1=CC=C(C(=O)OCC)C=C1 (ethyl 4-iodobenzoate), Cl (hydrochloric acid). Reagents/catalysts: [Cl-].[Zn+2].[Cl-] (zinc chloride), C=1C=CC(=CC1)[P](C=2C=CC=CC2)(C=3C=CC=CC3)[Pd]([P](C=4C=CC=CC4)(C=5C=CC=CC5)C=6C=CC=CC6)([P](C=7C=CC=CC7)(C=8C=CC=CC8)C=9C=CC=CC9)[P](C=1C=CC=CC1)(C=1C=CC=CC1)C=1C=CC=CC1 (tetrakis(triphenylphosphine)palladium). The solvent is O1CCCC1 (tetrahydrofuran), O1CCCC1 (tetrahydrofuran). Reaction conditions: time 1 hour. Product: FC(C1=CC=C(C=C1)C1=CC=C(S1)C1=CC=C(C(=O)OCC)C=C1)(F)F (ethyl 4-[5-(4-trifluoromethylphenyl)-2-thienyl]benzoate). Yield: 45.0%. RXN SMILES: [F:1][C:2]([F:15])([F:14])[C:3]1[CH:8]=[CH:7][C:6]([C:9]2[S:10][CH:11]=[CH:12][CH:13]=2)=[CH:5][CH:4]=1.C([Li])CCC.I[C:22]1[CH:32]=[CH:31][C:25]([C:26]([O:28][CH2:29][CH3:30])=[O:27])=[CH:24][CH:23]=1.Cl>O1CCCC1.[Cl-].[Zn+2].[Cl-].C1C=CC([P]([Pd]([P](C2C=CC=CC=2)(C2C=CC=CC=2)C2C=CC=CC=2)([P](C2C=CC=CC=2)(C2C=CC=CC=2)C2C=CC=CC=2)[P](C2C=CC=CC=2)(C2C=CC=CC=2)C2C=CC=CC=2)(C2C=CC=CC=2)C2C=CC=CC=2)=CC=1>[F:15][C:2]([F:1])([F:14])[C:3]1[CH:4]=[CH:5][C:6]([C:9]2[S:10][C:11]([C:22]3[CH:32]=[CH:31][C:25]([C:26]([O:28][CH2:29][CH3:30])=[O:27])=[CH:24][CH:23]=3)=[CH:12][CH:13]=2)=[CH:7][CH:8]=1 |f:5.6.7,^1:45,47,66,85|. Procedure details: To a solution (7 ml) of 2-(4-trifluoromethylphenyl) thiophene (1.71 g) in tetrahydrofuran was added dropwise n-butyl lithium (1.6 M solution in hexane, 5.00 ml) under an argon atmosphere at −78° C. This mixed solution was heated to room temperature, and a solution (14 ml) of zinc chloride (1.09 g) in tetrahydrofuran was added. This mixture was stirred for 1 hr., and ethyl 4-iodobenzoate (1.16 ml) and tetrakis(triphenylphosphine)palladium (0.202 g) were added. This mixture was stirred overnight u... Reactants: O=C([O-])O, Cc1cc(C(F)(F)F)c(-c2ccc(CC(NC(=O)c3c(Cl)cccc3Cl)C(=O)O)cc2)c(=O)n1C, CCI, [Na+], CN(C)C=O, O. The product is CCOC(=O)C(Cc1ccc(-c2c(C(F)(F)F)cc(C)n(C)c2=O)cc1)NC(=O)c1c(Cl)cccc1Cl. RXN SMILES: [C:36](=[O:37])([OH:38])[O-:39].[Cl:1][c:2]1[c:3]([C:9](=[O:10])[NH:11][CH:12]([CH2:13][c:14]2[cH:15][cH:16][c:17](-[c:20]3[c:21](=[O:32])[n:22]([CH3:31])[c:23]([CH3:30])[cH:24][c:25]3[C:26]([F:27])([F:28])[F:29])[cH:18][cH:19]2)[C:33](=[O:34])[OH:35])[c:4]([Cl:8])[cH:5][cH:6][cH:7]1.[I:41][CH2:42][CH3:43].[Na+:40].[O:45]=[CH:46][N:47]([CH3:48])[CH3:49].[OH2:44]>>[Cl:1][c:2]1[c:3]([C:9](=[O:10])[NH:11][CH:12]([CH2:13][c:14]2[cH:15][cH:16][c:17](-[c:20]3[c:21](=[O:32])[n:22]([CH3:31])[c:23]([CH3:30])[cH:24][c:25]3[C:26]([F:27])([F:28])[F:29])[cH:18][cH:19]2)[C:33]([O:34][CH2:42][CH3:43])=[O:35])[c:4]([Cl:8])[cH:5][cH:6][cH:7]1. Starting materials: CCOC(=O)CO, CN1CCCC1=O, CCOC(C)=O, Cn1c(Cl)nc2nc(N3CCN(C(=O)OC(C)(C)C)CC3)n(-c3ccccc3Cl)c2c1=O, [H-], [Na+]. The product is CCOC(=O)COc1nc2nc(N3CCN(C(=O)OC(C)(C)C)CC3)n(-c3ccccc3Cl)c2c(=O)n1C. As a reaction SMILES: [C:33]([CH2:34][OH:35])(=[O:36])[O:37][CH2:38][CH3:39].[CH3:42][N:43]1[CH2:44][CH2:45][CH2:46][C:47]1=[O:48].[CH3:49][CH2:50][O:51][C:52](=[O:53])[CH3:54].[Cl:1][c:2]1[n:3]([CH3:32])[c:4](=[O:31])[c:5]2[n:6](-[c:24]3[c:25]([Cl:30])[cH:26][cH:27][cH:28][cH:29]3)[c:7]([N:11]3[CH2:12][CH2:13][N:14]([C:17](=[O:18])[O:19][C:20]([CH3:21])([CH3:22])[CH3:23])[CH2:15][CH2:16]3)[n:8][c:9]2[n:10]1.[H-:40].[Na+:41]>>[c:2]1([O:35][CH2:34][C:33](=[O:36])[O:37][CH2:38][CH3:39])[n:3]([CH3:32])[c:4](=[O:31])[c:5]2[n:6](-[c:24]3[c:25]([Cl:30])[cH:26][cH:27][cH:28][cH:29]3)[c:7]([N:11]3[CH2:12][CH2:13][N:14]([C:17](=[O:18])[O:19][C:20]([CH3:21])([CH3:22])[CH3:23])[CH2:15][CH2:16]3)[n:8][c:9]2[n:10]1.